From a dataset of the Open Reaction Database (ORD), a public repository of structured organic reaction records. describe an organic reaction: reactants, conditions, products, and yield The reactants are O[C@@H]1C[C@@]2(CCC=3[C@@H]4CC[C@H]([C@@H](CCCC(C)C)C)[C@]4(CCC3[C@]2(CC1)C)C)C=O (3β-hydroxy-5α-cholest-8-en-5-carbaldehyde), [H-].[Al+3].[Li+].[H-].[H-].[H-] (lithiumaluminum hydride), O (water), [OH-].[Na+] (sodium hydroxide), O (water). The solvent is O1CCCC1 (tetrahydrofuran), O1CCCC1 (tetrahydrofuran). Run at temperature 50 celsius, time 15 minute. Product: OC[C@]12CCC=3[C@@H]4CC[C@H]([C@@H](CCCC(C)C)C)[C@]4(CCC3[C@]2(CC[C@@H](C1)O)C)C (5-(hydroxymethyl)-5α-cholest-8-en-3β-ol). Yield: 39.8%. As a reaction SMILES: [H-].[Al+3].[Li+].[H-].[H-].[H-].[OH:7][C@H:8]1[CH2:32][CH2:31][C@@:30]2([CH3:33])[C@@:10]([CH:35]=[O:36])([CH2:11][CH2:12][C:13]3[C@H:14]4[C@:26]([CH3:34])([CH2:27][CH2:28][C:29]=32)[C@@H:17]([C@H:18]([CH3:25])[CH2:19][CH2:20][CH2:21][CH:22]([CH3:24])[CH3:23])[CH2:16][CH2:15]4)[CH2:9]1.O.[OH-].[Na+]>O1CCCC1>[OH:36][CH2:35][C@:10]12[CH2:9][C@@H:8]([OH:7])[CH2:32][CH2:31][C@:30]1([CH3:33])[C:29]1[CH2:28][CH2:27][C@@:26]3([CH3:34])[C@@H:14]([CH2:15][CH2:16][C@@H:17]3[C@H:18]([CH3:25])[CH2:19][CH2:20][CH2:21][CH:22]([CH3:24])[CH3:23])[C:13]=1[CH2:12][CH2:11]2 |f:0.1.2.3.4.5,8.9|. Procedure details: A suspension of 56 mg lithiumaluminum hydride in 5 ml tetrahydrofuran is added to a solution of 200 mg 3β-hydroxy-5α-cholest-8-en-5-carbaldehyde in 20 ml tetrahydrofuran at room temperature. After being heated to 50° C. for two hours the reaction mixture is cooled to room temperature, 0.06 ml water, 0.06 ml of a sodium hydroxide solution (1 N) and 0.18 ml water are added subsequently. The resulting suspension is stirred for 15 minutes and filtered over anhydrous sodium sulphate. After evaporatio... Starting materials: ClC1=C(C(=CC=C1)Cl)NC=1NC2=C(N1)C=C(C1=C2CC(O1)(C)C)C(=O)O (2-[(2,6-dichlorophenyl)amino]-7,7-dimethyl-7,8-dihydro-1H-furo[3,2-e]benzimidazole-5-carboxylic acid), CCN(C(C)C)C(C)C (DIPEA), S(=O)(Cl)Cl (thionyl chloride), C1(CC1)C=1C=CC(=C(N)C1)F (5-cyclopropyl-2-fluoro aniline). Solvent: C1CCOC1 (THF). Yields the product C1(CC1)C=1C=CC(=C(C1)NC(=O)C1=CC2=C(NC(=N2)NC2=C(C=CC=C2Cl)Cl)C=2CC(OC21)(C)C)F (N-(5-Cyclopropyl-2-fluorophenyl)-2-((2,6-dichlorophenyl)amino)-7,7-dimethyl-7,8-dihydro-1H-benzofuro[4,5-d]imidazole-5-carboxamide). Isolated yield 14.9%. RXN SMILES: [Cl:1][C:2]1[CH:7]=[CH:6][CH:5]=[C:4]([Cl:8])[C:3]=1[NH:9][C:10]1[NH:11][C:12]2[C:18]3[CH2:19][C:20]([CH3:23])([CH3:22])[O:21][C:17]=3[C:16]([C:24](O)=[O:25])=[CH:15][C:13]=2[N:14]=1.S(Cl)(Cl)=O.[CH:31]1([C:34]2[CH:35]=[CH:36][C:37]([F:41])=[C:38]([CH:40]=2)[NH2:39])[CH2:33][CH2:32]1.CCN(C(C)C)C(C)C>C1COCC1>[CH:31]1([C:34]2[CH:35]=[CH:36][C:37]([F:41])=[C:38]([NH:39][C:24]([C:16]3[C:17]4[O:21][C:20]([CH3:23])([CH3:22])[CH2:19][C:18]=4[C:12]4[NH:11][C:10]([NH:9][C:3]5[C:2]([Cl:1])=[CH:7][CH:6]=[CH:5][C:4]=5[Cl:8])=[N:14][C:13]=4[CH:15]=3)=[O:25])[CH:40]=2)[CH2:33][CH2:32]1. Reported procedure: The title compound was prepared following the procedure described for Example-108 using 2-[(2,6-dichlorophenyl)amino]-7,7-dimethyl-7,8-dihydro-1H-furo[3,2-e]benzimidazole-5-carboxylic acid (Intermediate-6, 0.100 g, 0.255 mmol), thionyl chloride (1.0 mL), 5-cyclopropyl-2-fluoro aniline (Intermediate-47, 0.077 g, 0.511 mmol), THF (5.0 mL) and DIPEA (2 mL). The obtained crude product was purified by column chromatography on neutral alumina eluting with 1.0-2.0% MeOH:DCM to afford 0.020 g of the des... The reactants are CC(CC(C)=O)=O (pentane-2,4-dione), COC(N(C)C)OC (1,1-dimethoxy-N,N-dimethylmethanamine), O1CCCC1 (Tetrahydrofuran), Cl.C(C)(C)(C)NN (tert-butylhydrazine hydrochloride). Run in O (water), C(C)(=O)OCC (ethyl acetate). Run at temperature 80 celsius, time 1 hour. Yields the product C(C)(C)(C)N1N=CC(=C1C)C(C)=O (1-(1-tert-butyl-5-methyl-1H-pyrazol-4-yl)ethanone). Reaction SMILES: [CH3:1][C:2](=[O:7])[CH2:3][C:4](=O)[CH3:5].COC(OC)[N:11]([CH3:13])C.O1CCCC1.Cl.[C:22]([NH:26]N)([CH3:25])([CH3:24])[CH3:23]>O.C(OCC)(=O)C>[C:22]([N:26]1[C:4]([CH3:5])=[C:3]([C:2](=[O:7])[CH3:1])[CH:13]=[N:11]1)([CH3:25])([CH3:24])[CH3:23] |f:3.4|. Procedure details: A mixture of pentane-2,4-dione (5.01 g) and 1,1-dimethoxy-N,N-dimethylmethanamine (6.26 g) was stirred at 80° C. for 1 hr. Tetrahydrofuran (10 mL) was added to the reaction mixture, tert-butylhydrazine hydrochloride was added by small portions under ice-cooling, and the mixture was stirred at 60° C. for 30 min. The reaction mixture was allowed to cool to room temperature, ethyl acetate (100 mL) and water (100 mL) were added, and the separated aqueous layer was extracted with ethyl acetate (50 mL... Reactants: BrCCC1=CCC2=CC=CC=C12 (3-(2-Bromoethyl)indene), C(C1=CC=CC=C1)(=O)NC1CCNCC1 (4-benzamidopiperidine), C([O-])([O-])=O.[K+].[K+] (potassium carbonate). Run in C(C)(C)O (isopropanol). Yields the product C1C=C(C2=CC=CC=C12)CCN1CCC(CC1)NC(C1=CC=CC=C1)=O (1-[2-(3-Indenyl)ethyl]-4-benzamidopiperidine). Reaction SMILES: Br[CH2:2][CH2:3][C:4]1[C:12]2[C:7](=[CH:8][CH:9]=[CH:10][CH:11]=2)[CH2:6][CH:5]=1.[C:13]([NH:21][CH:22]1[CH2:27][CH2:26][NH:25][CH2:24][CH2:23]1)(=[O:20])[C:14]1[CH:19]=[CH:18][CH:17]=[CH:16][CH:15]=1.C(=O)([O-])[O-].[K+].[K+]>C(O)(C)C>[CH2:6]1[C:7]2[C:12](=[CH:11][CH:10]=[CH:9][CH:8]=2)[C:4]([CH2:3][CH2:2][N:25]2[CH2:26][CH2:27][CH:22]([NH:21][C:13](=[O:20])[C:14]3[CH:19]=[CH:18][CH:17]=[CH:16][CH:15]=3)[CH2:23][CH2:24]2)=[CH:5]1 |f:2.3.4|. Procedure: 3-(2-Bromoethyl)indene (1.12 g.), 4-benzamidopiperidine (1.02 g.) and potassium carbonate (1.38 g.) were heated under reflux in isopropanol (25 ml.) for 24 hours. The mixture was filtered and the filtrate was evaporated. Trituration of the residue with ether gave a solid which was recrystallised twice from aqueous ethanol to provide the title compound, m.p. 148°-149° C. (Found: C, 79.7; H, 7.6; N, 8.0. C23H26N2O requires C, 79.7; H, 7.6; N, 8.1%).